Dataset: the Open Reaction Database (ORD), a public repository of structured organic reaction records. Task: describe an organic reaction: reactants, conditions, products, and yield Reactants: CC(C)I, [K+], [K+], NCCCCNS(=O)(=O)c1ccc(-c2ccc(Br)cc2)cc1, O=C([O-])[O-], CN(C)C=O, O. The product is CC(C)NCCCCNS(=O)(=O)c1ccc(-c2ccc(Br)cc2)cc1. Reaction SMILES: [I:29][CH:30]([CH3:31])[CH3:32].[K+:23].[K+:24].[NH2:1][CH2:2][CH2:3][CH2:4][CH2:5][NH:6][S:7](=[O:8])(=[O:9])[c:10]1[cH:11][cH:12][c:13](-[c:16]2[cH:17][cH:18][c:19]([Br:22])[cH:20][cH:21]2)[cH:14][cH:15]1.[O-:25][C:26]([O-:27])=[O:28].[O:34]=[CH:35][N:36]([CH3:37])[CH3:38].[OH2:33]>>[NH:1]([CH2:2][CH2:3][CH2:4][CH2:5][NH:6][S:7](=[O:8])(=[O:9])[c:10]1[cH:11][cH:12][c:13](-[c:16]2[cH:17][cH:18][c:19]([Br:22])[cH:20][cH:21]2)[cH:14][cH:15]1)[CH:30]([CH3:31])[CH3:32].